From a dataset of the Open Reaction Database (ORD), a public repository of structured organic reaction records. describe an organic reaction: reactants, conditions, products, and yield The reactants are ClC=1C=C(C2=C(N=C(O2)C2=C(C=CC=C2)Cl)C1)C#CC(C)O (5-chloro-2-(2-chlorophenyl)-7-(3-hydroxy-1-butynyl)-benzoxazole). The reagents and catalysts are [Ni] (Raney-nickel). The solvent is C(C)(=O)OCC (ethyl acetate). Reaction conditions: time 2.5 hour. The product is ClC=1C=C(C2=C(N=C(O2)C2=C(C=CC=C2)Cl)C1)CCC(C)O (5-Chloro-2-(2-chlorophenyl)-7-(3-hydroxybutyl)-benzoxazole). Yield: 74.2%. RXN SMILES: [Cl:1][C:2]1[CH:3]=[C:4]([C:18]#[C:19][CH:20]([OH:22])[CH3:21])[C:5]2[O:9][C:8]([C:10]3[CH:15]=[CH:14][CH:13]=[CH:12][C:11]=3[Cl:16])=[N:7][C:6]=2[CH:17]=1>C(OCC)(=O)C.[Ni]>[Cl:1][C:2]1[CH:3]=[C:4]([CH2:18][CH2:19][CH:20]([OH:22])[CH3:21])[C:5]2[O:9][C:8]([C:10]3[CH:15]=[CH:14][CH:13]=[CH:12][C:11]=3[Cl:16])=[N:7][C:6]=2[CH:17]=1. Reported procedure: 11.10 g (33.4 mmol) of 5-chloro-2-(2-chlorophenyl)-7-(3-hydroxy-1-butynyl)-benzoxazole was hydrogenated in 220 ml of ethyl acetate with 3.7 g of neutral Raney-nickel as catalyst. After 2.5 hours, H2 uptake had ceased and the nickel was filtered off. The solvent was removed in vacuo and the residue crystallized from di-isopropyl ether at 0° C. to give 8.33 g (74.2%) of title compound, mp 85-7° C. A second crop of 0.47 g (4.2%) was recovered. Run in CS(=O)C (dimethylsulfoxide), C([O-])([O-])=O.[K+].[K+] (potassium carbonate). The product is C(C)(C)(C)NC(C1=CN=C(C=C1C1=C(C=C(C=C1)F)C)N1CCSCC1)=O (N-tert-butyl-4-(4-fluoro-2-methyl-phenyl)-6-thiomorpholin-4-yl-nicotinamide). Procedure: N-tert-Butyl-4-(4-fluoro-2-methyl-phenyl)-6-thiomorpholin-4-yl-nicotinamide can be then produced by dissolving N-tert-Butyl-6-chloro-4-(4-fluoro-2-methyl-phenyl)-nicotinamide in dimethylsulfoxide and potassium carbonate, followed by the addition of thiomorpholine. The resulting suspension is stirred, cooled to room temperature, and partitioned between ethyl acetate and half-saturated aqueous sodium chloride solution. The phases are then separated and the organic phase washed with half-saturated ... As a reaction SMILES: [C:1]([NH:5][C:6](=[O:22])[C:7]1[C:12]([C:13]2[CH:18]=[CH:17][C:16]([F:19])=[CH:15][C:14]=2[CH3:20])=[CH:11][C:10](Cl)=[N:9][CH:8]=1)([CH3:4])([CH3:3])[CH3:2].[NH:23]1[CH2:28][CH2:27][S:26][CH2:25][CH2:24]1.CCCCCC>CS(C)=O.C(=O)([O-])[O-].[K+].[K+]>[C:1]([NH:5][C:6](=[O:22])[C:7]1[C:12]([C:13]2[CH:18]=[CH:17][C:16]([F:19])=[CH:15][C:14]=2[CH3:20])=[CH:11][C:10]([N:23]2[CH2:28][CH2:27][S:26][CH2:25][CH2:24]2)=[N:9][CH:8]=1)([CH3:4])([CH3:3])[CH3:2] |f:4.5.6|. Reactants: C(C)(C)(C)NC(C1=CN=C(C=C1C1=C(C=C(C=C1)F)C)Cl)=O (N-tert-Butyl-6-chloro-4-(4-fluoro-2-methyl-phenyl)-nicotinamide), CCCCCC (n-hexane), N1CCSCC1 (thiomorpholine). Starting materials: CSc1ccc(N)cc1, OC1CCN(c2nc(Cl)cc(-c3ccccc3)n2)CC1. The product is CSc1ccc(Nc2cc(-c3ccccc3)nc(N3CCC(O)CC3)n2)cc1. As a reaction SMILES: [CH3:21][S:22][c:23]1[cH:24][cH:25][c:26]([NH2:29])[cH:27][cH:28]1.[Cl:1][c:2]1[n:3][c:4]([N:14]2[CH2:15][CH2:16][CH:17]([OH:20])[CH2:18][CH2:19]2)[n:5][c:6](-[c:8]2[cH:9][cH:10][cH:11][cH:12][cH:13]2)[cH:7]1>>[c:2]1([NH:29][c:26]2[cH:25][cH:24][c:23]([S:22][CH3:21])[cH:28][cH:27]2)[n:3][c:4]([N:14]2[CH2:15][CH2:16][CH:17]([OH:20])[CH2:18][CH2:19]2)[n:5][c:6](-[c:8]2[cH:9][cH:10][cH:11][cH:12][cH:13]2)[cH:7]1.